This data is from the Open Reaction Database (ORD), a public repository of structured organic reaction records. The task is: describe an organic reaction: reactants, conditions, products, and yield Reactants: C1(=CC=CC=C1)C1(CC1)C(=O)O (1-phenyl-1-cyclopropanecarboxylic acid), II (iodine), C(C)(=O)OI(OC(C)=O)C1=CC=CC=C1 ((diacetoxyiodo)benzene), [Al] (aluminium), II (iodine), C(C)(=O)OI(OC(C)=O)C1=CC=CC=C1 ((diacetoxyiodo)benzene), II (iodine), C(C)(=O)OI(OC(C)=O)C1=CC=CC=C1 ((diacetoxyiodo)benzene). The reagents and catalysts are CC(=O)[O-].CC(=O)[O-].[Pd+2] (Pd(OAc)2). Run in CN(C)C=O (DMF). Run at time 8 hour. Product: IC1=C(C=CC=C1)C1(CC1)C(=O)O (1-(2-Iodophenyl)cyclopropanecarboxylic Acid), solid. Isolated yield 87.0%. As a reaction SMILES: [C:1]1([C:7]2([C:10]([OH:12])=[O:11])[CH2:9][CH2:8]2)[CH:6]=[CH:5][CH:4]=[CH:3][CH:2]=1.II.C(O[I:19](C1C=CC=CC=1)OC(=O)C)(=O)C.[Al]>CN(C=O)C.CC([O-])=O.CC([O-])=O.[Pd+2]>[I:19][C:2]1[CH:3]=[CH:4][CH:5]=[CH:6][C:1]=1[C:7]1([C:10]([OH:12])=[O:11])[CH2:9][CH2:8]1 |f:5.6.7|. Procedure: A solution of 1-phenyl-1-cyclopropanecarboxylic acid (2.00 g, 12.3 mmol), Pd(OAc)2 (0.138 g, 0.617 mmol), iodine (2.34 g, 9.24 mmol) and (diacetoxyiodo)benzene (2.97 g, 9.24 mmol) in DMF (10 mL) was stirred at 60° C. for 18 hours covered aluminium foil. Additional iodine (2.34 g, 9.24 mmol) and (diacetoxyiodo)benzene (2.97 g, 9.24 mmol) were added and stirring was continued at 60° C. for a further 8 hours. A final addition of iodine (2.34 g, 9.24 mmol) and (diacetoxyiodo)benzene (2.97 g, 9.24 mm... Reactants: C(C)(C)(C)OC(=O)N(CCOC=1C=C(C(=O)O)C=C(C1)Cl)C1=CC=NC=C1 (3-[2-(tert-butoxycarbonyl-pyridin-4-yl-amino)-ethoxy]-5-chloro-benzoic acid), CCOC1C=CC2=CC=CC=C2N1C(=O)OCC (EEDQ). Solvent: C(C)#N (acetonitrile). Product: C(C)(C)(C)OC(N(C1=CC=NC=C1)CCOC1=CC(=CC(=C1)C(N(CCOC1=NC=CC=C1)C(C)C)=O)Cl)=O ({2-[3-Chloro-5-(isopropyl-2-(pyridin-2-yloxy)-ethyl-carbamoyl)-phenoxy]ethyl}-pyridin-4-yl-carbamic acid tert-butyl ester). The yield is 46.7%. RXN SMILES: [C:1]([O:5][C:6]([N:8]([C:22]1[CH:27]=[CH:26][N:25]=[CH:24][CH:23]=1)[CH2:9][CH2:10][O:11][C:12]1[CH:13]=[C:14]([CH:18]=[C:19]([Cl:21])[CH:20]=1)[C:15](O)=[O:16])=[O:7])([CH3:4])([CH3:3])[CH3:2].[CH3:28][CH2:29][O:30][CH:31]1[N:40](C(OCC)=O)[C:39]2[C:34](=CC=CC=2)[CH:33]=[CH:32]1>C(#N)C>[C:1]([O:5][C:6](=[O:7])[N:8]([CH2:9][CH2:10][O:11][C:12]1[CH:13]=[C:14]([C:15](=[O:16])[N:8]([CH:22]([CH3:27])[CH3:23])[CH2:28][CH2:29][O:30][C:31]2[CH:32]=[CH:33][CH:34]=[CH:39][N:40]=2)[CH:18]=[C:19]([Cl:21])[CH:20]=1)[C:22]1[CH:27]=[CH:26][N:25]=[CH:24][CH:23]=1)([CH3:3])([CH3:2])[CH3:4]. Reported procedure: A solution of 3-[2-(tert-butoxycarbonyl-pyridin-4-yl-amino)-ethoxy]-5-chloro-benzoic acid (0.10 g) isopropyl-2-(pyridin-2-yloxy)-ethylamine (0.18 g) and EEDQ (0.136 g) in acetonitrile (2 ml) was stirred at reflux, under nitrogen, for 18 h. The solvent was evaporated and the residue was purified by flash chromatography on silica eluting with dichloromethane/methanol (98:2 then 96:4) to give the title compound as a pale yellow oil (0.033 g). Reactants: C(CCCCC)N (hexylamine), C(C1=CC=CC=C1)Br (benzyl bromide), resultant mixture. The product is C(C1=CC=CC=C1)NCCCCCC (N-benzyl-N-hexylamine). Isolated yield 88.1%. Reaction SMILES: [CH2:1]([NH2:7])[CH2:2][CH2:3][CH2:4][CH2:5][CH3:6].[CH2:8](Br)[C:9]1[CH:14]=[CH:13][CH:12]=[CH:11][CH:10]=1>>[CH2:8]([NH:7][CH2:1][CH2:2][CH2:3][CH2:4][CH2:5][CH3:6])[C:9]1[CH:14]=[CH:13][CH:12]=[CH:11][CH:10]=1. Procedure details: A! 200 ml (1.49 moles) of hexylamine cooled to 5° C. were added with benzyl bromide (42.3 ml, 0.35 mole), and the resultant mixture was stirred for 1 hour at room temperature. The hexylamine in excess was then distilled off under vacuum, and the residue dissolved in 300 ml of ethyl ether and washed with 200 ml of 0.5N sodium hydroxide. The ether phase was anhydrified over sodium sulfate and evaporated to dryness thus yielding 75.5 g of a crude which, by distillation under vacuum, gave 59 g (yiel... The reactants are [N+](=O)([O-])C1=C(C=CC(=C1)C(F)(F)F)NC1=CC=C(C=C1)O (4-(2-nitro-4-trifluoromethylphenylamino)phenol), BrC(C(=CC(=O)OCC)OC)C (ethyl 4-bromo-3-methoxy-2-pentenoate). Yields the product [N+](=O)([O-])C1=C(C=CC(=C1)C(F)(F)F)NC1=CC=C(OC(C(=CC(=O)OCC)OC)C)C=C1 (ethyl 4-[4-(2-nitro-4-trifluoromethylphenylamino)phenoxy]-3-methoxy-2-pentenoate). Reaction SMILES: [N+:1]([C:4]1[CH:9]=[C:8]([C:10]([F:13])([F:12])[F:11])[CH:7]=[CH:6][C:5]=1[NH:14][C:15]1[CH:20]=[CH:19][C:18]([OH:21])=[CH:17][CH:16]=1)([O-:3])=[O:2].Br[CH:23]([CH3:33])[C:24]([O:31][CH3:32])=[CH:25][C:26]([O:28][CH2:29][CH3:30])=[O:27]>>[N+:1]([C:4]1[CH:9]=[C:8]([C:10]([F:11])([F:12])[F:13])[CH:7]=[CH:6][C:5]=1[NH:14][C:15]1[CH:20]=[CH:19][C:18]([O:21][CH:23]([CH3:33])[C:24]([O:31][CH3:32])=[CH:25][C:26]([O:28][CH2:29][CH3:30])=[O:27])=[CH:17][CH:16]=1)([O-:3])=[O:2]. Reported procedure: Following the procedure of Example 1, 4-(2-nitro-4-trifluoromethylphenylamino)phenol is reacted with ethyl 4-bromo-3-methoxy-2-pentenoate to give ethyl 4-[4-(2-nitro-4-trifluoromethylphenylamino)phenoxy]-3-methoxy-2-pentenoate Reported procedure: Following the procedure of Example 97, the reaction of 2-methylimidazole with 2-chloro-6-ethyl-4-(3,4-methylenedioxybenzylamino)-thieno-[2,3-d]-pyrimidine gives 2-(2-methylimidazol-1-yl)-6-ethyl-4-(3,4-methylenedioxybenzylamino)-thieno-[2,3-d]-pyrimidine. RXN SMILES: [CH3:1][C:2]1[NH:3][CH:4]=[CH:5][N:6]=1.Cl[C:8]1[N:9]=[C:10]([NH:19][CH2:20][C:21]2[CH:26]=[CH:25][C:24]3[O:27][CH2:28][O:29][C:23]=3[CH:22]=2)[C:11]2[CH:16]=[C:15]([CH2:17][CH3:18])[S:14][C:12]=2[N:13]=1>>[CH3:1][C:2]1[N:3]([C:8]2[N:9]=[C:10]([NH:19][CH2:20][C:21]3[CH:26]=[CH:25][C:24]4[O:27][CH2:28][O:29][C:23]=4[CH:22]=3)[C:11]3[CH:16]=[C:15]([CH2:17][CH3:18])[S:14][C:12]=3[N:13]=2)[CH:4]=[CH:5][N:6]=1. Reactants: CC=1NC=CN1 (2-methylimidazole), ClC=1N=C(C2=C(N1)SC(=C2)CC)NCC2=CC1=C(C=C2)OCO1 (2-chloro-6-ethyl-4-(3,4-methylenedioxybenzylamino)-thieno-[2,3-d]-pyrimidine). Yields the product CC=1N(C=CN1)C=1N=C(C2=C(N1)SC(=C2)CC)NCC2=CC1=C(C=C2)OCO1 (2-(2-methylimidazol-1-yl)-6-ethyl-4-(3,4-methylenedioxybenzylamino)-thieno-[2,3-d]-pyrimidine). The reactants are C(C1=CC=CC=C1)OC1=CC=C(O[C@@H]2CO[C@@H](OC2)CCCNC(C)=O)C=C1 (cis-N-{3-[5-(4-Benzyloxyphenoxy)-[1,3]dioxan-2-yl]propyl}acetamide). Reagents/catalysts: [Pd] (palladium/carbon). Solvent: C(C)O (ethanol). Yields the product OC1=CC=C(O[C@@H]2CO[C@@H](OC2)CCCNC(C)=O)C=C1 (cis-N-{3-[5-(4-Hydroxyphenoxy)-[1,3]dioxan-2-yl]propyl}acetamide). As a reaction SMILES: C([O:8][C:9]1[CH:28]=[CH:27][C:12]([O:13][C@H:14]2[CH2:19][O:18][C@@H:17]([CH2:20][CH2:21][CH2:22][NH:23][C:24](=[O:26])[CH3:25])[O:16][CH2:15]2)=[CH:11][CH:10]=1)C1C=CC=CC=1>C(O)C.[Pd]>[OH:8][C:9]1[CH:10]=[CH:11][C:12]([O:13][C@H:14]2[CH2:15][O:16][C@@H:17]([CH2:20][CH2:21][CH2:22][NH:23][C:24](=[O:26])[CH3:25])[O:18][CH2:19]2)=[CH:27][CH:28]=1. Procedure: cis-N-{3-[5-(4-Benzyloxyphenoxy)-[1,3]dioxan-2-yl]propyl}acetamide (25 mg, 0.065 mmol) was dissolved in 5 ml of ethanol and hydrogenated in the presence of 0.69 mg of palladium/carbon under 3 bar for 1 h. The reaction mixture was concentrated and directly reacted further. Yield 18 mg. Reactants: C1(CCCC1)C[C@@H](C(=O)NC=1SC(=CN1)SC#N)C1=CC=C(C=C1)S(=O)(=O)C ((R)-3-cyclopentyl-2-(4-methanesulfonyl-phenyl)-N-(5-thiocyanato-thiazol-2-yl)-propionamide), ClCCN1CCOCC1 (4-(2-chloroethyl)morpholine). The product is C1(CCCC1)C[C@@H](C(=O)NC=1SC(=CN1)SCCN1CCOCC1)C1=CC=C(C=C1)S(=O)(=O)C ((R)-3-Cyclopentyl-2-(4-methanesulfonyl-phenyl)-N-[5-(2-morpholin-4-yl-ethylsulfanyl)-thiazol-2-yl]-propionamide). As a reaction SMILES: [CH:1]1([CH2:6][C@H:7]([C:19]2[CH:24]=[CH:23][C:22]([S:25]([CH3:28])(=[O:27])=[O:26])=[CH:21][CH:20]=2)[C:8]([NH:10][C:11]2[S:12][C:13]([S:16]C#N)=[CH:14][N:15]=2)=[O:9])[CH2:5][CH2:4][CH2:3][CH2:2]1.Cl[CH2:30][CH2:31][N:32]1[CH2:37][CH2:36][O:35][CH2:34][CH2:33]1>>[CH:1]1([CH2:6][C@H:7]([C:19]2[CH:20]=[CH:21][C:22]([S:25]([CH3:28])(=[O:27])=[O:26])=[CH:23][CH:24]=2)[C:8]([NH:10][C:11]2[S:12][C:13]([S:16][CH2:30][CH2:31][N:32]3[CH2:37][CH2:36][O:35][CH2:34][CH2:33]3)=[CH:14][N:15]=2)=[O:9])[CH2:2][CH2:3][CH2:4][CH2:5]1. Reported procedure: The title compound was prepared from (R)-3-cyclopentyl-2-(4-methanesulfonyl-phenyl)-N-(5-thiocyanato-thiazol-2-yl)-propionamide and 4-(2-chloroethyl)morpholine as described in Example 10. 1H-NMR (CD3OD): δ 7.92 (d, 2H), 7.67 (d, 2H), 7.55 (1H), 3.96 (t, 1H), 4.00-3.37 (broad m, 8H), 3.34 (m, 2H), 3.10 (s, 3H), 3.09-3.05 (m, 2H), 2.26-2.29 (m, 1H), 1.89-1.47 (m, 8H), 1.18 (m, 2H); HPLC-MS: m/z: 524 (M+1).